describe an organic reaction: reactants, conditions, products, and yield From a dataset of the Open Reaction Database (ORD), a public repository of structured organic reaction records. Starting materials: COC=1N=CC=C2C=C(NC(C12)=O)CCCN1C(C2=CC=CC=C2C1=O)=O (2-(3-(8-Methoxy-1-oxo-1,2-dihydro-2,7-naphthyridin-3-yl)propyl)isoindoline-1,3-dione), O=P(Cl)(Cl)Cl (POCl3). Solvent: CC#N (CH3CN). Product: ClC1=NC(=CC2=CC=NC(=C12)OC)CCCN1C(C2=CC=CC=C2C1=O)=O (2-(3-(1-chloro-8-methoxy-2,7-naphthyridin-3-yl)propyl)isoindoline-1,3-dione). Reaction SMILES: [CH3:1][O:2][C:3]1[N:4]=[CH:5][CH:6]=[C:7]2[C:12]=1[C:11](=O)[NH:10][C:9]([CH2:14][CH2:15][CH2:16][N:17]1[C:25](=[O:26])[C:24]3[C:19](=[CH:20][CH:21]=[CH:22][CH:23]=3)[C:18]1=[O:27])=[CH:8]2.O=P(Cl)(Cl)[Cl:30]>CC#N>[Cl:30][C:11]1[C:12]2[C:7](=[CH:6][CH:5]=[N:4][C:3]=2[O:2][CH3:1])[CH:8]=[C:9]([CH2:14][CH2:15][CH2:16][N:17]2[C:25](=[O:26])[C:24]3[C:19](=[CH:20][CH:21]=[CH:22][CH:23]=3)[C:18]2=[O:27])[N:10]=1. Reported procedure: 2-(3-(8-Methoxy-1-oxo-1,2-dihydro-2,7-naphthyridin-3-yl)propyl)isoindoline-1,3-dione (200 mg, 0.55 mmol) is dissolved in CH3CN (2 mL) and POCl3 (59 uL, 0.64 mmol) The mixture is stirred at 80° C. for 3 hours. POCl3 is removed and neutralized with sat. NaHCO3. The compound is extracted with CHCl3 and the organic layer is dried (Na2SO4) and evaporated to yield the crude compound, which is used in the next step without any further purification. MS m/z 382.1 (M+1). Reactants: C1(CCCC1)N1C=NC(=C1C1=NC(NC=C1)=S(=O)=O)C1=CC=C(C=C1)F (1-cyclopentyl-4-(4-fluorophenyl)-5-[(2-sulfonyl)pyrimidin-4-yl]imidazole), C1(CCCCC1)N1C=NC(=C1C1=NC(NC=C1)=S(=O)=O)C1=CC=C(C=C1)F (1-cyclohexyl-4-(4-fluorophenyl)-5-[(2-sulfonyl)pyrimidin-4-yl]imidazole). Product: C1(CCCC1)N1C=NC(=C1C1=NC(=NC=C1)NC1=CC=CC=C1)C1=CC=C(C=C1)F (1-Cyclopentyl-4-(4-fluorophenyl)-5-[2-phenylamino-pyrimidin-4-yl]imidazole). RXN SMILES: [CH:1]1([N:6]2[C:10]([C:11]3[CH:16]=[CH:15][NH:14][C:13](=S(=O)=O)[N:12]=3)=[C:9]([C:20]3[CH:25]=[CH:24][C:23]([F:26])=[CH:22][CH:21]=3)[N:8]=[CH:7]2)[CH2:5][CH2:4][CH2:3][CH2:2]1.[CH:27]1([N:33]2C(C3C=CNC(=S(=O)=O)N=3)=C(C3C=CC(F)=CC=3)N=C2)[CH2:32][CH2:31][CH2:30][CH2:29][CH2:28]1>>[CH:1]1([N:6]2[C:10]([C:11]3[CH:16]=[CH:15][N:14]=[C:13]([NH:33][C:27]4[CH:32]=[CH:31][CH:30]=[CH:29][CH:28]=4)[N:12]=3)=[C:9]([C:20]3[CH:25]=[CH:24][C:23]([F:26])=[CH:22][CH:21]=3)[N:8]=[CH:7]2)[CH2:5][CH2:4][CH2:3][CH2:2]1. Reported procedure: The reaction was conducted in a manner analogous to Example 2d except substituting polymer-bound 1-cyclopentyl-4-(4-fluorophenyl)-5-[(2-sulfonyl)pyrimidin-4-yl]imidazole for polymer-bound 1-cyclohexyl-4-(4-fluorophenyl)-5-[(2-sulfonyl)pyrimidin-4-yl]imidazole: ESMS m/z=400 (MH)+ The reactants are O=C1CCN(c2ccc(Br)cc2)CC1, CC(=O)O[BH-](OC(C)=O)OC(C)=O, CNC, CC(=O)O, CO, CCOC(C)=O, ClCCl, [Na+]. The product is CN(C)C1CCN(c2ccc(Br)cc2)CC1. As a reaction SMILES: [Br:1][c:2]1[cH:3][cH:4][c:5]([N:8]2[CH2:9][CH2:10][C:11](=[O:14])[CH2:12][CH2:13]2)[cH:6][cH:7]1.[C:22]([O:23][BH-:24]([O:25][C:26](=[O:27])[CH3:28])[O:29][C:30](=[O:31])[CH3:32])(=[O:33])[CH3:34].[CH3:15][NH:16][CH3:17].[CH3:18][C:19](=[O:20])[OH:21].[CH3:36][OH:37].[CH3:41][CH2:42][O:43][C:44]([CH3:45])=[O:46].[Cl:38][CH2:39][Cl:40].[Na+:35]>>[Br:1][c:2]1[cH:3][cH:4][c:5]([N:8]2[CH2:9][CH2:10][CH:11]([N:16]([CH3:15])[CH3:17])[CH2:12][CH2:13]2)[cH:6][cH:7]1. The yield is 80.7%. Run in CN(C=O)C (dimethylformamide). Yields the product C(C)(C)(C)OC(=O)N1C(C(CC1)C(C)OC1OCCCC1)C (1-t-butyloxycarbonyl-2-methyl-3-(1-tetrahydropyranyloxyethyl)pyrrolidine). Starting materials: C(C)(C)(C)OC(=O)NCCC(C(C)OC1OCCCC1)C(C)OS(=O)(=O)C (N-t-butyloxycarbonyl-N-{3-(1-methanesulfonyloxyethyl)-4-(tetrahydropyran-2-yloxy)pentyl}amine), [H-].[Na+] (sodium hydride), C(C)(=O)OCC (ethyl acetate), O (water). As a reaction SMILES: [C:1]([O:5][C:6]([NH:8][CH2:9][CH2:10][CH:11]([CH:21](OS(C)(=O)=O)[CH3:22])[CH:12]([O:14][CH:15]1[CH2:20][CH2:19][CH2:18][CH2:17][O:16]1)[CH3:13])=[O:7])([CH3:4])([CH3:3])[CH3:2].[H-].[Na+].C(OCC)(=O)C.O>CN(C)C=O>[C:1]([O:5][C:6]([N:8]1[CH2:9][CH2:10][CH:11]([CH:12]([O:14][CH:15]2[CH2:20][CH2:19][CH2:18][CH2:17][O:16]2)[CH3:13])[CH:21]1[CH3:22])=[O:7])([CH3:4])([CH3:3])[CH3:2] |f:1.2|. Run at temperature 38 celsius, time 4 hour. Procedure: To a solution of N-t-butyloxycarbonyl-N-{3-(1-methanesulfonyloxyethyl)-4-(tetrahydropyran-2-yloxy)pentyl}amine (17 g) in dimethylformamide (200 ml) was added sodium hydride (6.6 g in 60% oil) at 0° C. After stirring for 4 hours at 38° C., the solution was poured into a mixture of ethyl acetate (400 ml) and water (400 ml). The organic layer was washed with water, 1N-hydrochloride solution, saturated sodium bicarbonate, and brine successively. The dried solution was evaporated and then the residue... Reactants: C(C)(=O)N1C=C2C=3C(=CC=C(C13)Cl)C(C(C2)Br)=O (1-acetyl-4-bromo-8-chloro-3,4-dihydrobenz[cd]-indol-5(1H)-one), C(C)(=O)O (acetic acid), O (water), [N-]=[N+]=[N-].[Na+] (sodium azide). Solvent: CN(C=O)C (dimethylformamide). Run at time 1.5 hour. Yields the product C(C)(=O)N1C=C2C=3C(=CC=C(C13)Cl)C(C(C2)N=[N+]=[N-])=O (1-Acetyl-4-azido-8-chloro-3,4-dihydrobenz[cd]-indol-5(1H)-one). As a reaction SMILES: [C:1]([N:4]1[C:12]2[C:11]([Cl:13])=[CH:10][CH:9]=[C:8]3[C:14](=[O:18])[CH:15](Br)[CH2:16][C:6]([C:7]=23)=[CH:5]1)(=[O:3])[CH3:2].C(O)(=O)C.[N-:23]=[N+:24]=[N-:25].[Na+].O>CN(C)C=O>[C:1]([N:4]1[C:12]2[C:11]([Cl:13])=[CH:10][CH:9]=[C:8]3[C:14](=[O:18])[CH:15]([N:23]=[N+:24]=[N-:25])[CH2:16][C:6]([C:7]=23)=[CH:5]1)(=[O:3])[CH3:2] |f:2.3|. Procedure details: To a solution of 1-acetyl-4-bromo-8-chloro-3,4-dihydrobenz[cd]-indol-5(1H)-one (8.3 g., 0.029 mole) in dimethylformamide (70 ml.) containing 5 ml of acetic acid and cooled in an ice bath, is added a solution of sodium azide (3.8 g. in 17 ml. of H2O) at such a rate that the reaction temperature does not exceed 25° C. Stirring is continued for 1.5 hours with cooling. The reaction mixture is poured into water (200 ml.) and the dark solid that separates is recovered by filtration and dried. The yiel...